Dataset: the Open Reaction Database (ORD), a public repository of structured organic reaction records. Task: describe an organic reaction: reactants, conditions, products, and yield Reactants: ceased,p-toluenesulfonyl chloride, [H-].[Na+] (sodium hydride), oil, C1(=CC=CC=C1)C(CN(C(C(C1=CC=CC=C1)O)=O)C)C1=CC=CC=C1 (N-(2,2-Diphenyl-ethyl)-2-hydroxy-N-methyl-2-phenyl-acetamide), NCCC1=CNC=N1 (histamine), CO (methanol). Solvent: O1CCCC1 (tetrahydrofuran). Conditions: time 2 hour. Yields the product C1(=CC=CC=C1)C(CN(C(C(C1=CC=CC=C1)NCCC=1N=CNC1)=O)C)C1=CC=CC=C1 (N-(2,2-Diphenyl-ethyl)-2-[2-(1H-imidazol-4-yl)-ethylamino]-N-methyl-2-phenyl-acetamide). Yield: 56.7%. RXN SMILES: [C:1]1([CH:7]([C:21]2[CH:26]=[CH:25][CH:24]=[CH:23][CH:22]=2)[CH2:8][N:9]([CH3:20])[C:10](=[O:19])[CH:11](O)[C:12]2[CH:17]=[CH:16][CH:15]=[CH:14][CH:13]=2)[CH:6]=[CH:5][CH:4]=[CH:3][CH:2]=1.[H-].[Na+].[NH2:29][CH2:30][CH2:31][C:32]1[N:36]=[CH:35][NH:34][CH:33]=1.CO>O1CCCC1>[C:1]1([CH:7]([C:21]2[CH:26]=[CH:25][CH:24]=[CH:23][CH:22]=2)[CH2:8][N:9]([CH3:20])[C:10](=[O:19])[CH:11]([NH:29][CH2:30][CH2:31][C:32]2[N:36]=[CH:35][NH:34][CH:33]=2)[C:12]2[CH:17]=[CH:16][CH:15]=[CH:14][CH:13]=2)[CH:6]=[CH:5][CH:4]=[CH:3][CH:2]=1 |f:1.2|. Procedure details: To stirred solution of the product of step 1 (1.50 g, 4.34 mmol) in tetrahydrofuran (15 mL) was added a 60% dispersion of sodium hydride in mineral oil (0.210 g, 5.25 mmol). After gas evolution ceased,p-toluenesulfonyl chloride (0.990 g, 5.20 mmol) was added and the mixture was stirred for 2 hours. At this time, histamine (1.93 g, 17.4 mmol) was added followed by methanol (10 mL). The reaction was stirred overnight and concentrated. The residue was partitioned between ethyl acetate and aqueous s... Starting materials: CCCCCCc1cc(CCC(=O)O)ccc1OC, O, Cc1ccccc1C. The product is CCCCCCc1cc2c(cc1OC)C(=O)CC2. RXN SMILES: [CH2:1]([CH2:2][CH2:3][CH2:4][CH2:5][CH3:6])[c:7]1[cH:8][c:9]([CH2:15][CH2:16][C:17](=[O:18])[OH:19])[cH:10][cH:11][c:12]1[O:13][CH3:14].[OH2:20].[c:21]1([CH3:22])[c:23]([CH3:24])[cH:25][cH:26][cH:27][cH:28]1>>[CH2:1]([CH2:2][CH2:3][CH2:4][CH2:5][CH3:6])[c:7]1[cH:8][c:9]2[c:10]([cH:11][c:12]1[O:13][CH3:14])[C:17](=[O:19])[CH2:16][CH2:15]2. Reactants: C(C)(=O)[O-].[Na+] (sodium acetate), ClC1=CC=C(C=C1)COC1=CC=C(C=O)C=C1 (4-[(4-chlorophenyl)methoxy]benzaldehyde), S1C(=S)NC(=O)C1 (rhodanine). Run in C(C)(=O)O (acetic acid). The product is ClC1=CC=C(C=C1)COC1=CC=C(C=C1)C=C1C(NC(S1)=S)=O (5-[[4-[(4-chlorophenyl)methoxy]phenyl]methylene]-2-thioxo-4-thiazolidinone). As a reaction SMILES: [Cl:1][C:2]1[CH:7]=[CH:6][C:5]([CH2:8][O:9][C:10]2[CH:17]=[CH:16][C:13]([CH:14]=O)=[CH:12][CH:11]=2)=[CH:4][CH:3]=1.C([O-])(=O)C.[Na+].[S:23]1[CH2:29][C:27](=[O:28])[NH:26][C:24]1=[S:25]>C(O)(=O)C>[Cl:1][C:2]1[CH:7]=[CH:6][C:5]([CH2:8][O:9][C:10]2[CH:17]=[CH:16][C:13]([CH:14]=[C:29]3[S:23][C:24](=[S:25])[NH:26][C:27]3=[O:28])=[CH:12][CH:11]=2)=[CH:4][CH:3]=1 |f:1.2|. Procedure: Under a nitrogen atmosphere in a round bottom flask 4-[(4-chlorophenyl)methoxy]benzaldehyde (0.40 g, 1.62 mmol) was dissolved in acetic acid (8.1 ml) while stirring. To this solution was added sodium acetate (0.47 g, 5.7 mmol) followed by the addition of rhodanine (0.22 g, 1.65 mmol). The reaction mixture was heated to the reflux temperature and maintained at this temperature. The progress of the reaction was monitored by thin layer chromatography. RXN SMILES: Cl[C:2]1[CH:11]=[CH:10][CH:9]=[C:8]([N+:12]([O-:14])=[O:13])[C:3]=1[C:4]([O:6][CH3:7])=[O:5].[CH3:15][C:16]1[CH:21]=[C:20]([CH3:22])[CH:19]=[CH:18][C:17]=1B(O)O.[F-].[Cs+]>COCCOC.C(OCC)(=O)C.C1C=CC([P]([Pd]([P](C2C=CC=CC=2)(C2C=CC=CC=2)C2C=CC=CC=2)([P](C2C=CC=CC=2)(C2C=CC=CC=2)C2C=CC=CC=2)[P](C2C=CC=CC=2)(C2C=CC=CC=2)C2C=CC=CC=2)(C2C=CC=CC=2)C2C=CC=CC=2)=CC=1>[CH3:15][C:16]1[CH:21]=[C:20]([CH3:22])[CH:19]=[CH:18][C:17]=1[C:2]1[CH:11]=[CH:10][CH:9]=[C:8]([N+:12]([O-:14])=[O:13])[C:3]=1[C:4]([O:6][CH3:7])=[O:5] |f:2.3,^1:43,45,64,83|. The reactants are ClC1=C(C(=O)OC)C(=CC=C1)[N+](=O)[O-] (methyl 2-chloro-6-nitrobenzoate), CC1=C(C=CC(=C1)C)B(O)O (2,4-dimethylphenyl boronic acid), [F-].[Cs+] (cesium fluoride). Isolated yield 47.5%. Reported procedure: A mixture containing 0.5 g (2.3 mmol) of methyl 2-chloro-6-nitrobenzoate, 0.76 g (3.5 mmol) of 2,4-dimethylphenyl boronic acid, 0.7 g (4.6 mmol) of cesium fluoride, and 0.27 g (0.23 mmol) of tetrakis(triphenylphosphine)palladium(0) in 10 ml of 1,2-dimethoxyethane was heated to 100° C. under a nitrogen atmosphere overnight. The reaction was cooled to room temperature, diluted with ethyl acetate and washed with saturated sodium bicarbonate. The organic phase was dried over magnesium sulfate. Filtr... Conditions: temperature 100 celsius. Product: CC1=C(C=CC(=C1)C)C1=C(C(=O)OC)C(=CC=C1)[N+](=O)[O-] (Methyl 2-(2,4-dimethylphenyl)-6-nitrobenzoate). The reagents and catalysts are C=1C=CC(=CC1)[P](C=2C=CC=CC2)(C=3C=CC=CC3)[Pd]([P](C=4C=CC=CC4)(C=5C=CC=CC5)C=6C=CC=CC6)([P](C=7C=CC=CC7)(C=8C=CC=CC8)C=9C=CC=CC9)[P](C=1C=CC=CC1)(C=1C=CC=CC1)C=1C=CC=CC1 (tetrakis(triphenylphosphine)palladium(0)). The solvent is C(C)(=O)OCC (ethyl acetate), COCCOC (1,2-dimethoxyethane). Starting materials: OC(C(C(=O)OCC)CC1=CC=C(C=C1)C(F)(F)F)C1=CC=C(C=C1)OC1=CC=CC=C1 (ethyl(2RS,3RS)-3-hydroxy-3-(4-phenoxyphenyl)-2-((4-(trifluoromethyl)phenyl)methyl)propionate), [OH-].[Na+] (sodium hydroxide), Cl (hydrochloric acid). Solvent: CO (methanol). Run at time 4 hour. Product: OC(C(C(=O)O)CC1=CC=C(C=C1)C(F)(F)F)C1=CC=C(C=C1)OC1=CC=CC=C1 ((2RS,3RS)-3-hydroxy-3-(4-phenoxyphenyl)-2-((4-(trifluoromethyl)phenyl)methyl)propionic acid). The yield is 81.3%. RXN SMILES: [OH:1][CH:2]([C:20]1[CH:25]=[CH:24][C:23]([O:26][C:27]2[CH:32]=[CH:31][CH:30]=[CH:29][CH:28]=2)=[CH:22][CH:21]=1)[CH:3]([CH2:9][C:10]1[CH:15]=[CH:14][C:13]([C:16]([F:19])([F:18])[F:17])=[CH:12][CH:11]=1)[C:4]([O:6]CC)=[O:5].[OH-].[Na+].Cl>CO>[OH:1][CH:2]([C:20]1[CH:21]=[CH:22][C:23]([O:26][C:27]2[CH:28]=[CH:29][CH:30]=[CH:31][CH:32]=2)=[CH:24][CH:25]=1)[CH:3]([CH2:9][C:10]1[CH:11]=[CH:12][C:13]([C:16]([F:18])([F:19])[F:17])=[CH:14][CH:15]=1)[C:4]([OH:6])=[O:5] |f:1.2|. Procedure: To a solution of ethyl(2RS,3RS)-3-hydroxy-3-(4-phenoxyphenyl)-2-((4-(trifluoromethyl)phenyl)methyl)propionate (11.8 g, 26.6 mmol) in methanol (40 ml) was added 2N aqueous sodium hydroxide solution (26.6 ml, 53.2 mmol), and the mixture was stirred at room temperature for 4 hrs. The reaction solution was acidified with 1N hydrochloric acid and extracted with ethyl acetate (200 ml×2). The extract was washed with water and saturated brine, dried over anhydrous magnesium sulfate and evaporated under ... Starting materials: CS(=O)(=O)C=1C=C2C=CN(C2=CC1)C1=CC=C(C=N1)OC1CCN(CC1)C#N (4-((6-(5-(methylsulfonyl)-1H-indol-1-yl)pyridin-3 yl)oxy)piperidine-1-carbonitrile), ONC(C(C)C)=N (N-hydroxy-isobutyramidine), solution. Reagents/catalysts: [Cl-].[Zn+2].[Cl-] (zinc chloride). Run in C1CCOC1 (THF), C1CCOC1 (THF). Run at time 18 hour. Product: C(C)(C)C1=NOC(=N1)N1CCC(CC1)OC=1C=NC(=CC1)N1C=CC2=CC(=CC=C12)S(=O)(=O)C (3-isopropyl-5-(4-((6-(5-(methylsulfonyl)-1H-indol-1-yl)pyridin-3-yl)oxy)piperidin-1-yl)-1,2,4-oxadiazole). Isolated yield 31.5%. Reaction SMILES: [CH3:1][S:2]([C:5]1[CH:6]=[C:7]2[C:11](=[CH:12][CH:13]=1)[N:10]([C:14]1[N:19]=[CH:18][C:17]([O:20][CH:21]3[CH2:26][CH2:25][N:24]([C:27]#[N:28])[CH2:23][CH2:22]3)=[CH:16][CH:15]=1)[CH:9]=[CH:8]2)(=[O:4])=[O:3].[OH:29][NH:30][C:31](=N)[CH:32]([CH3:34])[CH3:33]>C1COCC1.[Cl-].[Zn+2].[Cl-]>[CH:32]([C:31]1[N:28]=[C:27]([N:24]2[CH2:25][CH2:26][CH:21]([O:20][C:17]3[CH:18]=[N:19][C:14]([N:10]4[C:11]5[C:7](=[CH:6][C:5]([S:2]([CH3:1])(=[O:4])=[O:3])=[CH:13][CH:12]=5)[CH:8]=[CH:9]4)=[CH:15][CH:16]=3)[CH2:22][CH2:23]2)[O:29][N:30]=1)([CH3:34])[CH3:33] |f:3.4.5|. Procedure details: To a mixture of 4-((6-(5-(methylsulfonyl)-1H-indol-1-yl)pyridin-3 yl)oxy)piperidine-1-carbonitrile (intermediate-36) (0.110 g, 0.27 mmol) and N-hydroxy-isobutyramidine (0.05 g, 0.5 mmol) in anhydrous THF (15 mL), 1M solution of zinc chloride in THF (0.56 mL, 0.56 mmol) was added. The suspension was stirred at room temperature for 18 h. Solvent was concentrated in vacuo, the resulting crude was dissolved in 4N HCl in ethanol, water (1:1) and stirred at 60-70° C. for 2-3 h. The reaction was quench... Starting materials: aqueous solution, [OH-].[Na+] (sodium hydroxide), S1C(=CC=C1)C(CN1C=NC=C1)SC1=CC=C(C(=O)OC)C=C1 (Methyl 4-[1-(2-thienyl)-2-(imidazol-1-yl)ethylthio]benzoate). The solvent is CO (methanol). Reaction conditions: time 3 hour. Yields the product S1C(=CC=C1)C(CN1C=NC=C1)SC1=CC=C(C(=O)[O-])C=C1.[Na+] (Sodium 4-[1-(2-thienyl)-2-(imidazol-1-yl)ethylthio]benzoate). Reaction SMILES: [S:1]1[CH:5]=[CH:4][CH:3]=[C:2]1[CH:6]([S:13][C:14]1[CH:23]=[CH:22][C:17]([C:18]([O:20]C)=[O:19])=[CH:16][CH:15]=1)[CH2:7][N:8]1[CH:12]=[CH:11][N:10]=[CH:9]1.[OH-].[Na+:25]>CO>[S:1]1[CH:5]=[CH:4][CH:3]=[C:2]1[CH:6]([S:13][C:14]1[CH:23]=[CH:22][C:17]([C:18]([O-:20])=[O:19])=[CH:16][CH:15]=1)[CH2:7][N:8]1[CH:12]=[CH:11][N:10]=[CH:9]1.[Na+:25] |f:1.2,4.5|. Procedure details: 20 mg of methyl 4-[1-(2-thienyl)-2-(imidazol-1-yl)ethylthio]benzoate (prepared as described in Example 7) were dissolved in 116 μl of methanol, and 116 μl of a 1N aqueous solution of sodium hydroxide were added to the resulting solution. The mixture was then stirred at room temperature for 3 hours. The methanol was removed from the reaction mixture by distillation under reduced pressure, and the remaining solution was subjected to chromatography through a Lobar column (LiChroprep, trade mark, RP... Reactants: BrB(Br)Br, C1=CCCCC1, COc1ccc(-c2nn(C3CCCCC3)c3c(C(F)(F)F)cccc23)cc1. Product: Oc1ccc(-c2nn(C3CCCCC3)c3c(C(F)(F)F)cccc23)cc1. RXN SMILES: [B:28]([Br:29])([Br:30])[Br:31].[CH2:32]1[CH2:33][CH:34]=[CH:35][CH2:36][CH2:37]1.[CH:1]1([n:7]2[n:8][c:9](-[c:20]3[cH:21][cH:22][c:23]([O:26][CH3:27])[cH:24][cH:25]3)[c:10]3[cH:11][cH:12][cH:13][c:14]([C:16]([F:17])([F:18])[F:19])[c:15]23)[CH2:2][CH2:3][CH2:4][CH2:5][CH2:6]1>>[CH:1]1([n:7]2[n:8][c:9](-[c:20]3[cH:21][cH:22][c:23]([OH:26])[cH:24][cH:25]3)[c:10]3[cH:11][cH:12][cH:13][c:14]([C:16]([F:17])([F:18])[F:19])[c:15]23)[CH2:2][CH2:3][CH2:4][CH2:5][CH2:6]1. The product is OC=1C(NC2=CC=NC(=C2C1)C)=O (3-hydroxy-5-methyl-1,6-naphthyridin-2-(1H)-one). Reaction conditions: time 8 hour. Reported procedure: E-5. 3-Hydroxy-5-methyl-1,6-naphthyridin-2-(1H)-one--This compound was prepared by heating 3-amino-5-methyl-1,6-naphthyridin-2(1H)-one following in part the procedure described in Example E-4 without purification of 3-amino-5-methyl-1,6-naphthyridin-2(1H)-one by reacting said unpurified 3-amino compound with aqueous sodium hydroxide solution or by similarly reacting said purified 3-amino compound with aqueous sodium hydroxide solution. These procedures are described as follows. Following the pro... Reaction SMILES: N[C:2]1[C:3](=[O:13])[NH:4][C:5]2[C:10]([CH:11]=1)=[C:9]([CH3:12])[N:8]=[CH:7][CH:6]=2.[OH-:14].[Na+]>>[OH:14][C:2]1[C:3](=[O:13])[NH:4][C:5]2[C:10]([CH:11]=1)=[C:9]([CH3:12])[N:8]=[CH:7][CH:6]=2 |f:1.2|. Reactants: E-5. 3-Hydroxy-5-methyl-1,6-naphthyridin-2-(1H)-one, 3-amino, [OH-].[Na+] (sodium hydroxide), NC=1C(NC2=CC=NC(=C2C1)C)=O (3-amino-5-methyl-1,6-naphthyridin-2(1H)-one), NC=1C(NC2=CC=NC(=C2C1)C)=O (3-amino-5-methyl-1,6-naphthyridin-2(1H)-one). Reactants: BrC1=CC(=C(C=C1)CN)F ((4-bromo-2-fluoro-phenyl)methanamine), C(C)(C)N(C(C)C)CC (N,N-diisopropylethylamine), C1(=CC=CC=C1)CS(=O)(=O)Cl (phenylmethanesulfonyl chloride). Solvent: ClCCl (dichloromethane), ClCCl (dichloromethane). Conditions: time 3 hour. Product: BrC1=CC(=C(C=C1)CNS(=O)(=O)CC1=CC=CC=C1)F (N-[(4-bromo-2-fluoro-phenyl)methyl]-1-phenyl-methanesulfonamide). Yield: 80.1%. RXN SMILES: [Br:1][C:2]1[CH:7]=[CH:6][C:5]([CH2:8][NH2:9])=[C:4]([F:10])[CH:3]=1.C(N(CC)C(C)C)(C)C.[C:20]1([CH2:26][S:27](Cl)(=[O:29])=[O:28])[CH:25]=[CH:24][CH:23]=[CH:22][CH:21]=1>ClCCl>[Br:1][C:2]1[CH:7]=[CH:6][C:5]([CH2:8][NH:9][S:27]([CH2:26][C:20]2[CH:25]=[CH:24][CH:23]=[CH:22][CH:21]=2)(=[O:29])=[O:28])=[C:4]([F:10])[CH:3]=1. Procedure: To a solution of (4-bromo-2-fluoro-phenyl)methanamine (3 g, 14.7 mmol) in dichloromethane (50 mL) was added N,N-diisopropylethylamine (3.3 mL, 19.1 mmol), followed by phenylmethanesulfonyl chloride (3.3 g, 17.6 mmol) and the reaction was stirred at ambient temperature for 3 hours. The reaction was diluted with dichloromethane and washed with water and brine, dried with MgSO4, concentrated and purified by silica gel column chromatography (20-100% EtOAc in heptane) to give N-[(4-bromo-2-fluoro-phe...